From a dataset of the Open Reaction Database (ORD), a public repository of structured organic reaction records. describe an organic reaction: reactants, conditions, products, and yield The reactants are OC=1N=C2N(C(C1)=O)C[C@](N2)(C(F)(F)F)C ((2S)-7-hydroxy-2-methyl-2-(trifluoromethyl)-2,3-dihydroimidazo[1,2-a]pyrimidin-5(1H)-one), P(=O)(Cl)(Cl)Cl (phosphorus oxychloride). Run in ClCCCl (1,2-dichloroethane). Run at temperature 70 celsius, time 2 hour. Product: ClC=1N=C2N(C(C1)=O)C[C@](N2)(C(F)(F)F)C ((2S)-7-chloro-2-methyl-2-(trifluoromethyl)-2,3-dihydroimidazo[1,2-a]pyrimidin-5(1H)-one). Reaction SMILES: O[C:2]1[N:3]=[C:4]2[NH:11][C@:10]([CH3:16])([C:12]([F:15])([F:14])[F:13])[CH2:9][N:5]2[C:6](=[O:8])[CH:7]=1.P(Cl)(Cl)([Cl:19])=O>ClCCCl>[Cl:19][C:2]1[N:3]=[C:4]2[NH:11][C@:10]([CH3:16])([C:12]([F:15])([F:14])[F:13])[CH2:9][N:5]2[C:6](=[O:8])[CH:7]=1. Procedure: To a suspension of 5.6 g of (2S)-7-hydroxy-2-methyl-2-(trifluoromethyl)-2,3-dihydroimidazo[1,2-a]pyrimidin-5(1H)-one in 100 mL of 1,2-dichloroethane, are added at room temperature and under an argon atmosphere, 11 mL of phosphorus oxychloride. The resulting mixture is then heated to 70° C. After two hours of stirring and after monitoring with LC/MS, the reaction is completed. After cooling, the reaction mixture is dry evaporated under reduced pressure. The obtained residue is taken up with 5 mL ... Starting materials: ClCCCC(C1=CC=C(C=C1)F)C1=CC=C(C=C1)F (1-chloro-4,4-bis(4-fluorophenyl)butane), CC1=CC2=C(N(C(N2)=O)C2CCNCC2)C=C1 (1,3-dihydro-5-methyl-1-(4-piperidinyl)-2H-benzimidazol-2-one), C([O-])([O-])=O.[Na+].[Na+] (sodium carbonate), [I-].[K+] (potassium iodide). The solvent is CC(CC(C)=O)C (4-methyl-2-pentanone). The product is CC(C)[O-].FC1=CC=C(C=C1)C(CCCN1CCC(CC1)N1C(NC2=C1C=CC(=C2)C)=O)C2=CC=C(C=C2)F (1-{1-[4,4-bis(4-fluorophenyl)butyl]-4-piperidinyl}-1,3-dihydro-5-methyl-2H-benzimidazol-2-one 2-propanolate). RXN SMILES: Cl[CH2:2][CH2:3][CH2:4][CH:5]([C:13]1[CH:18]=[CH:17][C:16]([F:19])=[CH:15][CH:14]=1)[C:6]1[CH:11]=[CH:10][C:9]([F:12])=[CH:8][CH:7]=1.[CH3:20][C:21]1[CH:36]=[CH:35][C:24]2[N:25]([CH:29]3[CH2:34][CH2:33][NH:32][CH2:31][CH2:30]3)[C:26](=[O:28])[NH:27][C:23]=2[CH:22]=1.C(=O)([O-])[O-].[Na+].[Na+].[I-].[K+]>CC(C)CC(=O)C>[CH3:2][CH:3]([O-:28])[CH3:4].[F:12][C:9]1[CH:10]=[CH:11][C:6]([CH:5]([C:13]2[CH:18]=[CH:17][C:16]([F:19])=[CH:15][CH:14]=2)[CH2:4][CH2:3][CH2:2][N:32]2[CH2:31][CH2:30][CH:29]([N:25]3[C:24]4[CH:35]=[CH:36][C:21]([CH3:20])=[CH:22][C:23]=4[NH:27][C:26]3=[O:28])[CH2:34][CH2:33]2)=[CH:7][CH:8]=1 |f:2.3.4,5.6,8.9|. Procedure: A mixture of 7.6 parts of 1-chloro-4,4-bis(4-fluorophenyl)butane, 4.6 parts of 1,3-dihydro-5-methyl-1-(4-piperidinyl)-2H-benzimidazol-2-one, 10 parts of sodium carbonate, 0.1 parts of potassium iodide and 80 parts of 4-methyl-2-pentanone is stirred and refluxed overnight. The reaction mixture is cooled and poured onto water, whereupon the product is precipitated. It is filtered off, boiled in 2-propanol and treated with activated charcoal. The latter is filtered off and the product is allowed to... Reactants: FC=1C=C(C=CC1)C1=COC2=CC(=CC=C2C1=O)O (3-(3-Fluorophenyl)-7-hydroxychromen-4-one). The reagents and catalysts are [Pd] (palladium on carbon). Solvent: C(C)O (ethanol). Run at time 6 hour. Product: FC=1C=C(C=CC1)C1COC2=CC(=CC=C2C1)O (3-(3-fluorophenyl)chroman-7-ol). RXN SMILES: [F:1][C:2]1[CH:3]=[C:4]([C:8]2[C:17](=O)[C:16]3[C:11](=[CH:12][C:13]([OH:19])=[CH:14][CH:15]=3)[O:10][CH:9]=2)[CH:5]=[CH:6][CH:7]=1>C(O)C.[Pd]>[F:1][C:2]1[CH:3]=[C:4]([CH:8]2[CH2:17][C:16]3[C:11](=[CH:12][C:13]([OH:19])=[CH:14][CH:15]=3)[O:10][CH2:9]2)[CH:5]=[CH:6][CH:7]=1. Procedure details: 3-(3-Fluorophenyl)-7-hydroxychromen-4-one (160 mg) was dissolved in ethanol (40 ml) and 10% palladium on carbon (400 mg) was added. The reaction mixture was hydrogenated for 6 hours at normal pressure and room temperature. It was then filtered through Celite and washed with ethanol. The solvent was evaporated under reduced pressure to give 3-(3-fluorophenyl)chroman-7-ol. 1H NMR (400 MHz, d6-DMSO) δ: 9.19 (br s, 1H), 7.38 (m, 1H), 7.17-7.21 (m, 2H), 7.08 (m, 1H), 6.88 (d, 1H, J 8.2 Hz), 6.30 (dd,... The reactants are C(=O)(O)[O-].[Na+] (NaHCO3), intermediate 166, [Si](C)(C)(C(C)(C)C)OC[C@@H]1N(C(CC1)=O)C1=C(CNC(=O)C=2N=C3C(OCCN3C(C2OCC2=CC=CC=C2)=O)(C)C)C=CC(=C1)F ((R)-N-(2-(2-((tert-butyldimethylsilyloxy)methyl)-5-oxopyrrolidin-1-yl)-4-fluorobenzyl)-3-(benzyloxy)-9,9-dimethyl-4-oxo-4,6,7,9-tetrahydropyrimido[2,1-c][1,4]oxazine-2-carboxamide), [F-].C(CCC)[N+](CCCC)(CCCC)CCCC (tetrabutylammonium fluoride). Run in O1CCCC1 (tetrahydrofuran). Conditions: temperature 23 celsius, time 3 hour. The product is FC1=CC(=C(CNC(=O)C=2N=C3C(OCCN3C(C2OCC2=CC=CC=C2)=O)(C)C)C=C1)N1[C@H](CCC1=O)CO ((R)-N-(4-Fluoro-2-(2-(hydroxymethyl)-5-oxopyrrolidin-1-yl)benzyl)-3-(benzyloxy)-9,9-dimethyl-4-oxo-4,6,7,9-tetrahydropyrimido[2,1-c][1,4]oxazine-2-carboxamide). The yield is 72.7%. As a reaction SMILES: [Si]([O:8][CH2:9][C@H:10]1[CH2:14][CH2:13][C:12](=[O:15])[N:11]1[C:16]1[CH:46]=[C:45]([F:47])[CH:44]=[CH:43][C:17]=1[CH2:18][NH:19][C:20]([C:22]1[N:23]=[C:24]2[N:29]([C:30](=[O:40])[C:31]=1[O:32][CH2:33][C:34]1[CH:39]=[CH:38][CH:37]=[CH:36][CH:35]=1)[CH2:28][CH2:27][O:26][C:25]2([CH3:42])[CH3:41])=[O:21])(C(C)(C)C)(C)C.[F-].C([N+](CCCC)(CCCC)CCCC)CCC.C([O-])(O)=O.[Na+]>O1CCCC1>[F:47][C:45]1[CH:44]=[CH:43][C:17]([CH2:18][NH:19][C:20]([C:22]2[N:23]=[C:24]3[N:29]([C:30](=[O:40])[C:31]=2[O:32][CH2:33][C:34]2[CH:39]=[CH:38][CH:37]=[CH:36][CH:35]=2)[CH2:28][CH2:27][O:26][C:25]3([CH3:42])[CH3:41])=[O:21])=[C:16]([N:11]2[C:12](=[O:15])[CH2:13][CH2:14][C@@H:10]2[CH2:9][OH:8])[CH:46]=1 |f:1.2,3.4|. Procedure: To a stirred solution of intermediate 166, (R)-N-(2-(2-((tert-butyldimethylsilyloxy)methyl)-5-oxopyrrolidin-1-yl)-4-fluorobenzyl)-3-(benzyloxy)-9,9-dimethyl-4-oxo-4,6,7,9-tetrahydropyrimido[2,1-c][1,4]oxazine-2-carboxamide (0.10 g, 0.150 mmol) in tetrahydrofuran (5 mL) at 23° C. was added a solution of tetrabutylammonium fluoride (1M in tetrahydrofuran) (180 μL, 0.18 mmol). The reaction mixture was stirred at 23° C. for 3 h. NaHCO3 (1N in H2O, 30 mL) was then added and the organic material was e... Starting materials: [H-].[Al+3].[Li+].[H-].[H-].[H-] (lithium aluminum hydride), N1(CCOCC1)C(CCC1=CNC=2CCCCC12)=O (1-morpholin-4-yl-3-(4,5,6,7-tetrahydro-1H-indol-3-yl)-propan-1-one). Reagents/catalysts: [OH-].[Na+] (sodium hydroxide). Solvent: O1CCCC1 (tetrahydrofuran), O1CCCC1 (tetrahydrofuran). Run at temperature 80 celsius, time 2.5 hour. Yields the product N1(CCOCC1)CCCC1=CNC=2CCCCC12 (3-(3-morpholin-4-yl-propyl)-4,5,6,7-tetrahydro-1H-indole). Isolated yield 86.1%. RXN SMILES: [H-].[Al+3].[Li+].[H-].[H-].[H-].[N:7]1([C:13](=O)[CH2:14][CH2:15][C:16]2[C:24]3[CH2:23][CH2:22][CH2:21][CH2:20][C:19]=3[NH:18][CH:17]=2)[CH2:12][CH2:11][O:10][CH2:9][CH2:8]1>O1CCCC1.[OH-].[Na+]>[N:7]1([CH2:13][CH2:14][CH2:15][C:16]2[C:24]3[CH2:23][CH2:22][CH2:21][CH2:20][C:19]=3[NH:18][CH:17]=2)[CH2:12][CH2:11][O:10][CH2:9][CH2:8]1 |f:0.1.2.3.4.5,8.9|. Procedure details: To a suspension of 1.9 g (50 mmol) of lithium aluminum hydride in 30 mL of tetrahydrofuran was added dropwise a solution of 11.3 g (43 mmol) of 1-morpholin-4-yl-3-(4,5,6,7-tetrahydro-1H-indol-3-yl)-propan-1-one in 20 mL of tetrahydrofuran. The reaction mixture was stirred at 80° C. for 2.5 hours and then cooled in an ice bath. Ice cubes were slowly added to the reaction mixture until no more gas was generated. A few drops of 2 N sodium hydroxide were added and the reaction mixture was stirred at... The reactants are C(=O)(OC)C1CN2CCC1CC2 (3-carbomethoxy-1-azabicyclo[2.2.2]octane), C1=CC=C2C(=C1)C(=C(N)N=O)NN2 ([1H-Indazol-3-yl]amide oxime), 4A, [H-].[Na+] (sodium hydride), CO (Methanol). Run in O1CCCC1 (tetrahydrofuran). The product is C(C(=O)O)(=O)O.N1N=C(C2=CC=CC=C12)C1=NOC(=N1)C1CN2CCC1CC2 (3-[3-(1H-Indazol-3-yl)-1,2,4-oxadiazol-5-yl]-1-azabicyclo[2.2.2]octane hydrogen oxalate). RXN SMILES: [CH:1]1[CH:6]=[C:5]2[C:7]([NH:12][NH:13][C:4]2=[CH:3][CH:2]=1)=[C:8]([N:10]=[O:11])[NH2:9].[H-].[Na+].[C:16]([CH:20]1[CH:25]2[CH2:26][CH2:27][N:22]([CH2:23][CH2:24]2)[CH2:21]1)([O:18]C)=[O:17].[CH3:28][OH:29]>O1CCCC1>[C:16]([OH:18])(=[O:17])[C:28]([OH:11])=[O:29].[NH:13]1[C:4]2[C:5](=[CH:6][CH:1]=[CH:2][CH:3]=2)[C:7]([C:8]2[N:9]=[C:16]([CH:20]3[CH:25]4[CH2:26][CH2:27][N:22]([CH2:23][CH2:24]4)[CH2:21]3)[O:11][N:10]=2)=[N:12]1 |f:1.2,6.7|. Procedure: [1H-Indazol-3-yl]amide oxime (190 mg) was dissolved in anhydrous tetrahydrofuran (50 ml) to which was added 4A molecular sieves. After stirring for 15 minutes sodium hydride (100 mg of 55% dispersion in oil) was added and the mixture stirred for a further 15 minutes before the addition of 3-carbomethoxy-1-azabicyclo[2.2.2]octane (400 mg). The resulting mixture was then heated at reflux for six hours, then cooled to room temperature. Methanol (10 ml) was added, the solution filtered and the solve...